From a dataset of the Open Reaction Database (ORD), a public repository of structured organic reaction records. describe an organic reaction: reactants, conditions, products, and yield Reactants: C(C)OC(C1=C2SC=3C(=CC=CC3N(C2=CC=C1)C)C=O)OCC (6-diethoxymethyl-10-methyl-phenothiazine-4-carbaldehyde), C(C)(=O)[O-].[Na+] (sodium acetate), N(O)=CC1=C2SC=3C(=CC=CC3N(C2=CC=C1)C)CC(=O)OC (methyl 6-[(hydroximino)methyl]-10-methyl-phenothiazine-4-acetate), CSCS(=O)C (methyl (methylthiomethyl) sulphoxide), C(=O)C1=C2SC=3C(=CC=CC3N(C2=CC=C1)C)CC(=O)OC (methyl 6-formyl-10-methyl-phenothiazine-4-acetate), Cl.C(C1=CC=CC=C1)[N+](C)(C)C (benzyltrimethylammonium hydrochloride), Cl.NO (hydroxylamine hydrochloride). The reagents and catalysts are [Pd] (palladium/charcoal). Run in CO (methanol), O (water), O1CCCC1 (tetrahydrofuran), O1CCCC1 (tetrahydrofuran), CO (methanol), Cl (hydrochloric acid), CO (methanol). Yields the product Cl.NCC1=C2SC=3C(=CC=CC3N(C2=CC=C1)C)CC(=O)OC (methyl 6-aminomethyl-10-methyl-phenothiazine-4-acetate hydrochloride). As a reaction SMILES: C(OC(OCC)C1C=CC=C2C=1SC1C(C=O)=CC=CC=1N2C)C.CSCS(C)=O.[ClH:31].C([N+](C)(C)C)C1C=CC=CC=1.C(C1C=CC=C2C=1SC1C(CC(OC)=O)=CC=CC=1N2C)=O.C([O-])(=O)C.[Na+].Cl.NO.[N:73](=[CH:75][C:76]1[CH:89]=[CH:88][CH:87]=[C:86]2[C:77]=1[S:78][C:79]1[C:80]([CH2:91][C:92]([O:94][CH3:95])=[O:93])=[CH:81][CH:82]=[CH:83][C:84]=1[N:85]2[CH3:90])O>O1CCCC1.CO.Cl.[Pd].O>[ClH:31].[NH2:73][CH2:75][C:76]1[CH:89]=[CH:88][CH:87]=[C:86]2[C:77]=1[S:78][C:79]1[C:80]([CH2:91][C:92]([O:94][CH3:95])=[O:93])=[CH:81][CH:82]=[CH:83][C:84]=1[N:85]2[CH3:90] |f:2.3,5.6,7.8,15.16|. Reported procedure: A solution of 500 mg (1.46 mmol) of 6-diethoxymethyl-10-methyl-phenothiazine-4-carbaldehyde in 5 ml of tetrahydrofuran can be converted analogously to that described in Example 1.1.1.d with 0.22 g (1.75 mmol) of methyl (methylthiomethyl) sulphoxide, 0.14 ml of TRITON B (benzyltrimethylammonium hydrochloride) solution (35% in methanol) and hydrolysis into methyl 6-formyl-10-methyl-phenothiazine-4-acetate. This compound can be converted analogously to that described in Example 1.1.1.e in methanol,... Starting materials: COC(=O)Cc1cc(O)c2cc(F)ccc2c1, COC(=O)Cc1cc2ccc(F)cc2c(C(=O)O)c1C. The product is COC(=O)Cc1cc(C(=O)O)c2cc(F)ccc2c1. RXN SMILES: [CH3:1][O:2][C:3](=[O:4])[CH2:5][c:6]1[cH:7][c:8]([OH:9])[c:10]2[c:11]([cH:12][cH:13][c:14]([F:15])[cH:16]2)[cH:17]1.[F:18][c:19]1[cH:20][cH:21][c:22]2[cH:23][c:24]([CH2:33][C:34](=[O:35])[O:36][CH3:37])[c:25]([CH3:32])[c:26]([C:29](=[O:30])[OH:31])[c:27]2[cH:28]1>>[F:18][c:19]1[cH:20][cH:21][c:22]2[cH:23][c:24]([CH2:33][C:34](=[O:35])[O:36][CH3:37])[cH:25][c:26]([C:29](=[O:30])[OH:31])[c:27]2[cH:28]1. Reactants: BrC1=CSC2=C1N=C(N=C2N)Cl (7-bromo-2-chlorothieno[3,2-d]pyrimidin-4-amine), NC=1C=C(C=CC1)B(O)O (3-aminophenylboronic acid). Product: NC=1C=C(C=CC1)C1=CSC2=C1N=C(N=C2N)Cl (7-(3-aminophenyl)-2-chlorothieno[3,2-d]pyrimidin-4-amine). The yield is 68.5%. RXN SMILES: Br[C:2]1[C:6]2[N:7]=[C:8]([Cl:12])[N:9]=[C:10]([NH2:11])[C:5]=2[S:4][CH:3]=1.[NH2:13][C:14]1[CH:15]=[C:16](B(O)O)[CH:17]=[CH:18][CH:19]=1>>[NH2:13][C:14]1[CH:19]=[C:18]([C:2]2[C:6]3[N:7]=[C:8]([Cl:12])[N:9]=[C:10]([NH2:11])[C:5]=3[S:4][CH:3]=2)[CH:17]=[CH:16][CH:15]=1. Reported procedure: The target compound (360 mg, 68% yield) was prepared in the same manner as Step 1 of Example 11 using 7-bromo-2-chlorothieno[3,2-d]pyrimidin-4-amine (500 mg, 1.90 mmol) and 3-aminophenylboronic acid (261 mg, 1.90 mmol). Starting materials: C(C)(=O)O[BH-](OC(C)=O)OC(C)=O.[Na+] (sodium triacetoxyborohydride), C(=O)C=1C=C(OC(C(=O)OCC)CC)C=CC1 (Ethyl 2-(3-formylphenoxy)butyrate), FC1=CC=C(OCCCN)C=C1 (3-(4-fluorophenoxy)propylamine), resultant mixture, C(O)([O-])=O.[Na+] (sodium hydrogencarbonate). The solvent is C(C)(=O)O (acetic acid), ClCCCl (1,2-dichloroethane). Run at time 8 hour. The product is FC1=CC=C(OCCCNCC=2C=C(OC(C(=O)OCC)CC)C=CC2)C=C1 (Ethyl 2-[3-[N-[3-(4-fluorophenoxy)propyl]aminomethyl]phenoxy]butyrate). RXN SMILES: [CH:1]([C:3]1[CH:4]=[C:5]([CH:15]=[CH:16][CH:17]=1)[O:6][CH:7]([CH2:13][CH3:14])[C:8]([O:10][CH2:11][CH3:12])=[O:9])=O.[F:18][C:19]1[CH:29]=[CH:28][C:22]([O:23][CH2:24][CH2:25][CH2:26][NH2:27])=[CH:21][CH:20]=1.C(O[BH-](OC(=O)C)OC(=O)C)(=O)C.[Na+].C(=O)([O-])O.[Na+]>ClCCCl.C(O)(=O)C>[F:18][C:19]1[CH:29]=[CH:28][C:22]([O:23][CH2:24][CH2:25][CH2:26][NH:27][CH2:1][C:3]2[CH:4]=[C:5]([CH:15]=[CH:16][CH:17]=2)[O:6][CH:7]([CH2:13][CH3:14])[C:8]([O:10][CH2:11][CH3:12])=[O:9])=[CH:21][CH:20]=1 |f:2.3,4.5|. Procedure: Ethyl 2-(3-formylphenoxy)butyrate (5.0 g, 21.2 mmol) was dissolved in 1,2-dichloroethane (20 mL). Subsequently, 3-(4-fluorophenoxy)propylamine (4.65 g, 27.5 mmol) was added thereto, and the resultant mixture was stirred for 20 minutes. Subsequently, sodium triacetoxyborohydride (95%, 7.1 g, 31.8 mmol) and small amount of acetic acid were added thereto, and the mixture was stirred overnight at room temperature. A saturated aqueous sodium hydrogencarbonate solution was added thereto. The reaction ... Reactants: ClC1=NC(=CC=2N1N=C(N2)C(=O)OCC)C2=CC=C(C=C2)C(F)(F)F (Ethyl 5-chloro-7-[4-(trifluoromethyl)phenyl][1,2,4]triazolo[1,5-c]pyrimidine-2-carboxylate), Cl.Cl.NC1=NC(=CC=C1C#N)NCCN (2-Amino-6-[(2-aminoethyl)amino]pyridine-3-carbonitrile dihydrochloride), CCN(C(C)C)C(C)C (DIEA). Run in CS(=O)C (DMSO). Yields the product NC1=C(C=CC(=N1)NCCNC1=NC(=CC=2N1N=C(N2)C(=O)OCC)C2=CC=C(C=C2)C(F)(F)F)C#N (Ethyl 5-({2-[(6-amino-5-cyanopyridin-2-yl)amino]ethyl}amino)-7-[4-(trifluoromethyl)phenyl]-[1,2,4]triazolo[1,5-c]pyrimidine-2-carboxylate). As a reaction SMILES: Cl[C:2]1[N:7]2[N:8]=[C:9]([C:11]([O:13][CH2:14][CH3:15])=[O:12])[N:10]=[C:6]2[CH:5]=[C:4]([C:16]2[CH:21]=[CH:20][C:19]([C:22]([F:25])([F:24])[F:23])=[CH:18][CH:17]=2)[N:3]=1.Cl.Cl.[NH2:28][C:29]1[C:34]([C:35]#[N:36])=[CH:33][CH:32]=[C:31]([NH:37][CH2:38][CH2:39][NH2:40])[N:30]=1.CCN(C(C)C)C(C)C>CS(C)=O>[NH2:28][C:29]1[N:30]=[C:31]([NH:37][CH2:38][CH2:39][NH:40][C:2]2[N:7]3[N:8]=[C:9]([C:11]([O:13][CH2:14][CH3:15])=[O:12])[N:10]=[C:6]3[CH:5]=[C:4]([C:16]3[CH:21]=[CH:20][C:19]([C:22]([F:25])([F:24])[F:23])=[CH:18][CH:17]=3)[N:3]=2)[CH:32]=[CH:33][C:34]=1[C:35]#[N:36] |f:1.2.3|. Reported procedure: 200 mg (0.52 mmol) of ethyl 5-chloro-7-(4-trifluoromethylphenyl)[1,2,4]triazolo[1,5-c]pyrimidine-2-carboxylate (Example 149A) and 133 mg (0.62 mmol) of 2-amino-6-[(2-aminoethyl)amino]pyridine-3-carbonitrile dihydrochloride (Example 111A) are introduced into DMSO (2 ml), 0.54 ml (3.1 mmol) of DIEA is added, and the reaction solution is irradiated in a microwave reactor at 90° C. for 30 min. The reaction mixture is purified by preparative HPLC. 98 mg (38% of theory) of the product are obtained as ... Starting materials: C(=O)(OCC1=CC=CC=C1)N[C@@H](C(C(=O)O)CC1=CC=CC=C1)C(=O)O (N-carbobenzoxy-β-benzyl-L-aspartic acid), C1=CC(=CC=C1[N+](=O)[O-])O (p-nitrophenol), C1(CCCCC1)N=C=NC1CCCCC1 (Dicyclohexyl-carbodiimide). Run in C(C)(=O)OCC (ethyl acetate), C(C)(=O)OCC (ethyl acetate). Conditions: time 2 hour. The product is [N+](=O)([O-])C1=CC=C(C=C1)OC([C@@H](NC(=O)OCC1=CC=CC=C1)C(C(=O)O)CC1=CC=CC=C1)=O (N-Carbobenzoxy-β-Benzyl-L-Aspartic Acid p-Nitrophenyl Ester). As a reaction SMILES: [C:1]([NH:11][C@H:12]([C:24]([OH:26])=[O:25])[CH:13]([CH2:17][C:18]1[CH:23]=[CH:22][CH:21]=[CH:20][CH:19]=1)[C:14]([OH:16])=[O:15])([O:3][CH2:4][C:5]1[CH:10]=[CH:9][CH:8]=[CH:7][CH:6]=1)=[O:2].[CH:27]1[C:32]([N+:33]([O-:35])=[O:34])=[CH:31][CH:30]=[C:29](O)[CH:28]=1.C1(N=C=NC2CCCCC2)CCCCC1>C(OCC)(=O)C>[N+:33]([C:32]1[CH:27]=[CH:28][C:29]([O:25][C:24](=[O:26])[C@H:12]([CH:13]([CH2:17][C:18]2[CH:23]=[CH:22][CH:21]=[CH:20][CH:19]=2)[C:14]([OH:16])=[O:15])[NH:11][C:1]([O:3][CH2:4][C:5]2[CH:6]=[CH:7][CH:8]=[CH:9][CH:10]=2)=[O:2])=[CH:30][CH:31]=1)([O-:35])=[O:34]. Procedure details: N-carbobenzoxy-β-benzyl-L-aspartic acid (12 Kg) and p-nitrophenol (5.1 Kg) are dissolved in ethyl acetate (20-30 L) and the solution is cooled to below 5° C. Dicyclohexyl-carbodiimide (7.6 Kg) is dissolved in ethyl acetate (8-12 L) and added, maintaining the temperature below 5° C. The solution is stirred at reduced temperature for two hours and then for three hours at 20°-30° C. The dicyclohexylurea byproduct is removed by filtration and washed with ethyl acetate (20-30 L). The filtrate is conc...